Dataset: the Open Reaction Database (ORD), a public repository of structured organic reaction records. Task: describe an organic reaction: reactants, conditions, products, and yield Reactants: FC1=CC=C(C=C1)C1=NNC2=CC=C(C=C12)NC(CC(C)=O)=O (N-[3-(4-Fluorophenyl)-1H-indazol-5-yl]-3-oxobutanamide), FC1=CC=C(C=O)C=C1 (4-fluorobenzaldehyde), NC(=O)N (urea), FC(F)F.[Yb] (Ytterbium trifluoromethane). The solvent is C(C)#N (acetonitrile), O (water). Conditions: temperature 100 celsius. The product is FC1=CC=C(C=C1)C1NC(NC(=C1C(=O)NC=1C=C2C(=NNC2=CC1)C1=CC=C(C=C1)F)C)=O (4-(4-Fluorophenyl)-N-[3-(4-fluorophenyl)-1H-indazol-5-yl]-6-methyl-2-oxo-1,2,3,4-tetrahydro-5-pyrimidinecarboxamide). Yield: 34.0%. Reaction SMILES: [F:1][C:2]1[CH:7]=[CH:6][C:5]([C:8]2[C:16]3[C:11](=[CH:12][CH:13]=[C:14]([NH:17][C:18](=[O:23])[CH2:19][C:20](=O)[CH3:21])[CH:15]=3)[NH:10][N:9]=2)=[CH:4][CH:3]=1.[NH2:24][C:25]([NH2:27])=[O:26].FC(F)F.[Yb].[F:33][C:34]1[CH:41]=[CH:40][C:37]([CH:38]=O)=[CH:36][CH:35]=1>C(#N)C.O>[F:33][C:34]1[CH:41]=[CH:40][C:37]([CH:38]2[C:19]([C:18]([NH:17][C:14]3[CH:15]=[C:16]4[C:11](=[CH:12][CH:13]=3)[NH:10][N:9]=[C:8]4[C:5]3[CH:6]=[CH:7][C:2]([F:1])=[CH:3][CH:4]=3)=[O:23])=[C:20]([CH3:21])[NH:27][C:25](=[O:26])[NH:24]2)=[CH:36][CH:35]=1 |f:2.3|. Procedure: The product from Step (e) (0.3 g, 0.96 mmol), urea (87 mg, 1.44 mmol) and Ytterbium trifluoromethane (60 mg, 0.096 mmol) were combined In acetonitrile (2 ml) and 4-fluorobenzaldehyde (0.1 ml, 0.96 mmol) was added. The reaction mixture was sealed and heated to 100° C. for 3 hours. The reaction was diluted with water (1 ml) and the solid product was collected by filtration. The solid was washed three times with 1:1 Et2O/CH3CN. The crude was purified by silica gel chromatography eluting with 10% Me... Starting materials: COC(=O)c1ccc(Cn2nc(OCc3ccccc3)c3ccc(NC(=O)CC4CCCC4)cc32)c(OC)c1, CCOC(C)=O. Product: COC(=O)c1ccc(Cn2nc(O)c3ccc(NC(=O)CC4CCCC4)cc32)c(OC)c1. As a reaction SMILES: [CH2:1]([c:2]1[cH:3][cH:4][cH:5][cH:6][cH:7]1)[O:8][c:9]1[n:10][n:11]([CH2:27][c:28]2[c:29]([O:38][CH3:39])[cH:30][c:31]([C:32](=[O:33])[O:34][CH3:35])[cH:36][cH:37]2)[c:12]2[cH:13][c:14]([NH:18][C:19]([CH2:20][CH:21]3[CH2:22][CH2:23][CH2:24][CH2:25]3)=[O:26])[cH:15][cH:16][c:17]12.[CH3:40][CH2:41][O:42][C:43](=[O:44])[CH3:45]>>[OH:8][c:9]1[n:10][n:11]([CH2:27][c:28]2[c:29]([O:38][CH3:39])[cH:30][c:31]([C:32](=[O:33])[O:34][CH3:35])[cH:36][cH:37]2)[c:12]2[cH:13][c:14]([NH:18][C:19]([CH2:20][CH:21]3[CH2:22][CH2:23][CH2:24][CH2:25]3)=[O:26])[cH:15][cH:16][c:17]12. The reactants are COC(=O)CNc1ccc(-n2cc(-c3ccc(Cl)cc3Cl)nc2Cc2ccc(Br)cc2)cc1, OB(O)C=CC1CCCCC1. Product: COC(=O)CNc1ccc(-n2cc(-c3ccc(Cl)cc3Cl)nc2Cc2ccc(C=CC3CCCCC3)cc2)cc1. As a reaction SMILES: [CH3:1][O:2][C:3]([CH2:4][NH:5][c:6]1[cH:7][cH:8][c:9](-[n:12]2[c:13]([CH2:25][c:26]3[cH:27][cH:28][c:29]([Br:32])[cH:30][cH:31]3)[n:14][c:15](-[c:17]3[c:18]([Cl:24])[cH:19][c:20]([Cl:23])[cH:21][cH:22]3)[cH:16]2)[cH:10][cH:11]1)=[O:33].[CH:34]1([CH:40]=[CH:41][B:42]([OH:43])[OH:44])[CH2:35][CH2:36][CH2:37][CH2:38][CH2:39]1>>[CH3:1][O:2][C:3]([CH2:4][NH:5][c:6]1[cH:7][cH:8][c:9](-[n:12]2[c:13]([CH2:25][c:26]3[cH:27][cH:28][c:29]([CH:41]=[CH:40][CH:34]4[CH2:35][CH2:36][CH2:37][CH2:38][CH2:39]4)[cH:30][cH:31]3)[n:14][c:15](-[c:17]3[c:18]([Cl:24])[cH:19][c:20]([Cl:23])[cH:21][cH:22]3)[cH:16]2)[cH:10][cH:11]1)=[O:33]. The reactants are BrCCCCCCBr, ClCCl, [Na+], [OH-], O, OCCc1ccc2ccccc2n1. The product is BrCCCCCCOCCc1ccc2ccccc2n1. Reaction SMILES: [Br:14][CH2:15][CH2:16][CH2:17][CH2:18][CH2:19][CH2:20][Br:21].[Cl:24][CH2:25][Cl:26].[Na+:23].[OH-:22].[OH2:27].[n:1]1[c:2]([CH2:11][CH2:12][OH:13])[cH:3][cH:4][c:5]2[cH:6][cH:7][cH:8][cH:9][c:10]12>>[n:1]1[c:2]([CH2:11][CH2:12][O:13][CH2:20][CH2:19][CH2:18][CH2:17][CH2:16][CH2:15][Br:14])[cH:3][cH:4][c:5]2[cH:6][cH:7][cH:8][cH:9][c:10]12. Yields the product Cn1nc2ccc(NCCCN3CCC(OC(c4ccccc4)c4ccccc4)CC3)nn2c1=O. Reaction SMILES: [C:38](=[O:39])([O-:40])[OH:41].[CH3:43][N:44]([CH3:45])[CH:46]=[O:47].[Cl:1][c:2]1[cH:3][cH:4][c:5]2[n:6]([n:7]1)[c:8](=[O:12])[n:9]([CH3:11])[n:10]2.[Na+:42].[OH2:37].[c:13]1([CH:19]([O:20][CH:21]2[CH2:22][CH2:23][N:24]([CH2:27][CH2:28][CH2:29][NH2:30])[CH2:25][CH2:26]2)[c:31]2[cH:32][cH:33][cH:34][cH:35][cH:36]2)[cH:14][cH:15][cH:16][cH:17][cH:18]1>>[c:2]1([NH:30][CH2:29][CH2:28][CH2:27][N:24]2[CH2:23][CH2:22][CH:21]([O:20][CH:19]([c:13]3[cH:14][cH:15][cH:16][cH:17][cH:18]3)[c:31]3[cH:32][cH:33][cH:34][cH:35][cH:36]3)[CH2:26][CH2:25]2)[cH:3][cH:4][c:5]2[n:6]([n:7]1)[c:8](=[O:12])[n:9]([CH3:11])[n:10]2. Starting materials: O=C([O-])O, CN(C)C=O, Cn1nc2ccc(Cl)nn2c1=O, [Na+], O, NCCCN1CCC(OC(c2ccccc2)c2ccccc2)CC1. Product: CCCC=1C2=C(N(N1)C)C(=O)NC(=N2)C=3C=C(C=CC3OCC)S(=O)(=O)N4CCN(CC4)C.N[C@@H](CCCNC(N)=N)C(=O)O (Sildenafil L-Arginine). Starting materials: CCCC1=NN(C2=C1NC(=NC2=O)C3=C(C=CC(=C3)S(=O)(=O)N4CCN(CC4)C)OCC)C.Cl (Sildenafil HCl), [Na].N[C@@H](CCCNC(N)=N)C(=O)O (Arginine sodium). Reaction SMILES: [CH3:1][CH2:2][CH2:3][C:4]1[C:8]2[NH:9][C:10]([C:14]3[CH:19]=[C:18]([S:20]([N:23]4[CH2:28][CH2:27][N:26]([CH3:29])[CH2:25][CH2:24]4)(=[O:22])=[O:21])[CH:17]=[CH:16][C:15]=3[O:30][CH2:31][CH3:32])=[N:11][C:12](=[O:13])[C:7]=2[N:6]([CH3:33])[N:5]=1.Cl.[Na].[NH2:36][C@H:37]([C:45]([OH:47])=[O:46])[CH2:38][CH2:39][CH2:40][NH:41][C:42](=[NH:44])[NH2:43]>C(O)C.O>[CH3:1][CH2:2][CH2:3][C:4]1[C:8]2[N:9]=[C:10]([C:14]3[CH:19]=[C:18]([S:20]([N:23]4[CH2:28][CH2:27][N:26]([CH3:29])[CH2:25][CH2:24]4)(=[O:21])=[O:22])[CH:17]=[CH:16][C:15]=3[O:30][CH2:31][CH3:32])[NH:11][C:12](=[O:13])[C:7]=2[N:6]([CH3:33])[N:5]=1.[NH2:36][C@H:37]([C:45]([OH:47])=[O:46])[CH2:38][CH2:39][CH2:40][NH:41][C:42](=[NH:43])[NH2:44] |f:0.1,2.3,6.7,^1:34|. Solvent: C(C)O (ethanol), O (water), C(C)O (ethanol). Procedure details: In a flask equipped with a magnetic stirrer, Sildenafil HCl (8.8 g) is dissolved in a mixture of ethanol (100 mL) and water (30 mL), added an ethanol solution of Arginine sodium then reacted at 50° C. for 60 mins. After cooling, a white precipitate is obtained and the sodium chloride is removed by filtration. The methanol is added under room temperature and being incubated over night for re-precipitation. The Sildenafil-L-Arginine complex salt (10.8 g) is obtained after filtering the crystal. Reactants: CC1NC2=CC(=CC=C2CC1)C (2,7-dimethyltetrahydroquinoline), C(C)OC=C(C(=O)OCC)C(=O)OCC (diethyl ethoxymethylenemalonate). The product is CC1CCC2=C3C(C(C(=CN13)C(=O)OCC)=O)=C(C=C2)C (ethyl 6,7-dihydro-5,10-dimethyl-1-oxo-1H,5H-benzo[ij]quinolizine-2-carboxylate). As a reaction SMILES: [CH3:1][CH:2]1[CH2:11][CH2:10][C:9]2[C:4](=[CH:5][C:6]([CH3:12])=[CH:7][CH:8]=2)[NH:3]1.C([O:15][CH:16]=[C:17]([C:23](OCC)=O)[C:18]([O:20][CH2:21][CH3:22])=[O:19])C>>[CH3:1][CH:2]1[N:3]2[C:4]3[C:5](=[C:6]([CH3:12])[CH:7]=[CH:8][C:9]=3[CH2:10][CH2:11]1)[C:16](=[O:15])[C:17]([C:18]([O:20][CH2:21][CH3:22])=[O:19])=[CH:23]2. Reported procedure: Using the procedure of Example 25, 2,7-dimethyltetrahydroquinoline and diethyl ethoxymethylenemalonate are reacted to give solid ethyl 6,7-dihydro-5,10-dimethyl-1-oxo-1H,5H-benzo[ij]quinolizine-2-carboxylate, m.p. 106°-108° C.